From a dataset of the Open Reaction Database (ORD), a public repository of structured organic reaction records. describe an organic reaction: reactants, conditions, products, and yield Starting materials: O=C([O-])[O-], Cc1c(O)nc2scc(C)n2c1=O, O=C(c1ccc(CBr)cc1)c1ccc(Cl)nc1, [K+], [K+], CN(C)C=O. Yields the product Cc1c(OCc2ccc(C(=O)c3ccc(Cl)nc3)cc2)nc2scc(C)n2c1=O. Reaction SMILES: [C:14](=[O:15])([O-:16])[O-:17].[CH3:1][c:2]1[cH:3][s:4][c:5]2[n:6]1[c:7](=[O:13])[c:8]([CH3:12])[c:9]([OH:11])[n:10]2.[Cl:20][c:21]1[n:22][cH:23][c:24]([C:25](=[O:26])[c:27]2[cH:28][cH:29][c:30]([CH2:31][Br:32])[cH:33][cH:34]2)[cH:35][cH:36]1.[K+:18].[K+:19].[O:37]=[CH:38][N:39]([CH3:40])[CH3:41]>>[CH3:1][c:2]1[cH:3][s:4][c:5]2[n:6]1[c:7](=[O:13])[c:8]([CH3:12])[c:9]([O:11][CH2:31][c:30]1[cH:29][cH:28][c:27]([C:25]([c:24]3[cH:23][n:22][c:21]([Cl:20])[cH:36][cH:35]3)=[O:26])[cH:34][cH:33]1)[n:10]2. Reactants: Cl (HCl), COC(C1=CC=C(C=C1)NC(C(CCCCC)C1=CC=C2C(CCOC2=C1)(C)C)=O)=O (4-[2-(4,4-dimethyl-chroman-7-yl)-heptanoylamino]-benzoic acid methyl ester), O.[OH-].[Li+] (lithium hydroxide monohydrate). Run in O (water), C1CCOC1.CO (THF methanol), O (water). Reaction conditions: temperature 40 celsius, time 6 hour. Yields the product CC1(CCOC2=CC(=CC=C12)C(C(=O)NC1=CC=C(C(=O)O)C=C1)CCCCC)C (4-[2-(4,4-dimethyl-chroman-7-yl)-heptanoylamino]-benzoic acid). Isolated yield 76.7%. Reaction SMILES: C[O:2][C:3](=[O:31])[C:4]1[CH:9]=[CH:8][C:7]([NH:10][C:11](=[O:30])[CH:12]([C:18]2[CH:27]=[C:26]3[C:21]([C:22]([CH3:29])([CH3:28])[CH2:23][CH2:24][O:25]3)=[CH:20][CH:19]=2)[CH2:13][CH2:14][CH2:15][CH2:16][CH3:17])=[CH:6][CH:5]=1.O.[OH-].[Li+].Cl>C1COCC1.CO.O>[CH3:28][C:22]1([CH3:29])[C:21]2[C:26](=[CH:27][C:18]([CH:12]([CH2:13][CH2:14][CH2:15][CH2:16][CH3:17])[C:11]([NH:10][C:7]3[CH:6]=[CH:5][C:4]([C:3]([OH:31])=[O:2])=[CH:9][CH:8]=3)=[O:30])=[CH:19][CH:20]=2)[O:25][CH2:24][CH2:23]1 |f:1.2.3,5.6|. Procedure: A solution of 4-[2-(4,4-dimethyl-chroman-7-yl)-heptanoylamino]-benzoic acid methyl ester (0.15 g, 0.35 mmole) in 10 mL of a 4:1 THF/methanol mixture was treated with a solution of 0.1 g of lithium hydroxide monohydrate in 2.5 mL of water and stirred at 40° C. for 6 hours. The mixture was diluted with 10 mL of water and the pH adjusted to 2.0 with 2N HCl solution. The mixture was extracted with three 10 mL portions of ethyl acetate. The combined organic extracts were dried over MgSO4, filtered an... Starting materials: C(NN)(=O)OCC1=CC=CC=C1 (benzyl carbazate), CN(C)C=O (DMF), Cl.CN(CCCN=C=NCC)C (1-(3-Dimethylaminopropyl)-3-ethylcarbodiimide hydrochloride), C(C)(C)(C)OC(=O)N1CCC(CC1)CCC(=O)O (3-(1-t-butoxycarbonylpiperidin-4-yl)propionic acid), C(C)(C)N(CC)C(C)C (diisopropylethylamine), ON1N=NC2=C1C=CC=C2 (1-hydroxybenztriazole), CN(C)C=O (DMF). Reaction conditions: time 5 minute. Product: C(C)(C)(C)ON1C(CC(CC1)CCC(=O)NNC(=O)OCC1=CC=CC=C1)=C=O (benzyl 3-[3-(1-t-butoxy-carbonylpiperidin-4-yl) propanoyl]carbazate). Reaction SMILES: Cl.CN(C)[CH2:4][CH2:5][CH2:6]N=C=NCC.[C:13]([O:17]C(N1CCC(CCC(O)=O)CC1)=O)([CH3:16])([CH3:15])[CH3:14].C([N:34]([CH:37]([CH3:39])[CH3:38])[CH2:35][CH3:36])(C)C.[OH:40]N1C2C=CC=CC=2N=N1.[C:50]([O:54][CH2:55][C:56]1[CH:61]=[CH:60][CH:59]=[CH:58][CH:57]=1)(=[O:53])[NH:51][NH2:52].CN([CH:65]=[O:66])C>>[C:13]([O:17][N:34]1[CH2:35][CH2:36][CH:4]([CH2:5][CH2:6][C:65]([NH:52][NH:51][C:50]([O:54][CH2:55][C:56]2[CH:61]=[CH:60][CH:59]=[CH:58][CH:57]=2)=[O:53])=[O:66])[CH2:39][C:37]1=[C:38]=[O:40])([CH3:14])([CH3:15])[CH3:16] |f:0.1|. Procedure details: 1-(3-Dimethylaminopropyl)-3-ethylcarbodiimide hydrochloride (380 mg) was added to a mixture of the product of step (a) (0.5 g), diisopropylethylamine (0.34 ml), 1-hydroxybenztriazole (333 mg) and DMF (10 ml) at ambient temperature. The mixture was stirred for 5 minutes and benzyl carbazate (325 mg) in DMF (2 ml) was added. The mixture was stirred for 18 hours at ambient temperature. The solvent was removed by evaporation and the residue was partitioned between ice-water (25 ml) containing 1M sod... Starting materials: C(CCC)OCCOC1=CC=C(C=C1)C=1C=CC2=C(C=C(CCN2C2=CC=C(C=C2)S(NC)(=O)=O)C(=O)O)C1 (7-[4-(2-butoxyethoxy)phenyl]-1-(N-methyl-4-sulfamoylphenyl)-2,3-dihydro-1H-1-benzazepine-4-carboxylic acid), C(C(=O)Cl)(=O)Cl (oxalyl chloride), CN(C)C=O (DMF). Solvent: C1CCOC1 (THF). Conditions: time 1 hour. The product is N1CCC(=CC2=C1C=CC=C2)C(=O)N (2,3-dihydro-1H-1-benzazepine-4-carboxamide). Reaction SMILES: C(OCCOC1C=CC([C:15]2[CH:16]=[CH:17][C:18]3[N:24](C4C=CC(S(=O)(=O)NC)=CC=4)[CH2:23][CH2:22][C:21]([C:36](O)=[O:37])=[CH:20][C:19]=3[CH:39]=2)=CC=1)CCC.C(Cl)(=O)C(Cl)=O.C[N:47](C=O)C>C1COCC1>[NH:24]1[C:18]2[CH:17]=[CH:16][CH:15]=[CH:39][C:19]=2[CH:20]=[C:21]([C:36]([NH2:47])=[O:37])[CH2:22][CH2:23]1. Reported procedure: In THF (7 ml) was dissolved 7-[4-(2-butoxyethoxy)phenyl]-1-(N-methyl-4-sulfamoylphenyl)-2,3-dihydro-1H-1-benzazepine-4-carboxylic acid (0.4 g). Under ice-cooling, to the solution were added oxalyl chloride (0.19 ml) and DMF (catalytic amount). The mixture was stirred at room temperature for 1 hour, and the solvent was evaporated under reduced pressure. In THF (25 ml) was dissolved the residue, and the solution was added dropwise to a suspension of 4-[N-methyl-N-(tetrahydro-2H-pyran-4-yl)aminomet... Reactants: ClC1=CC=C(C=C1)S(=O)(=O)N([C@@H](CCBr)C)C1=C(C=CC(=C1)F)F (4-chloro-N-(2,5-difluorophenyl)-N-[(R)-1-methyl-3-bromopropyl]-benzenesulfonamide), [N-]=[N+]=[N-].[Na+] (sodium azide). The solvent is C1CCOC1.O (THF H2O). Conditions: temperature 22 celsius, time 4 day. Yields the product ClC1=CC=C(C=C1)S(=O)(=O)N([C@@H](CCN=[N+]=[N-])C)C1=C(C=CC(=C1)F)F (4-chloro-N-(2,5-difluorophenyl)-N-[(R)-1-methyl-3-azidopropyl]benzenesulfonamide). Isolated yield 106.6%. As a reaction SMILES: [Cl:1][C:2]1[CH:7]=[CH:6][C:5]([S:8]([N:11]([C:17]2[CH:22]=[C:21]([F:23])[CH:20]=[CH:19][C:18]=2[F:24])[C@H:12]([CH3:16])[CH2:13][CH2:14]Br)(=[O:10])=[O:9])=[CH:4][CH:3]=1.[N-:25]=[N+:26]=[N-:27].[Na+]>C1COCC1.O>[Cl:1][C:2]1[CH:7]=[CH:6][C:5]([S:8]([N:11]([C:17]2[CH:22]=[C:21]([F:23])[CH:20]=[CH:19][C:18]=2[F:24])[C@H:12]([CH3:16])[CH2:13][CH2:14][N:25]=[N+:26]=[N-:27])(=[O:10])=[O:9])=[CH:4][CH:3]=1 |f:1.2,3.4|. Reported procedure: To a solution of 4-chloro-N-(2,5-difluorophenyl)-N-[(R)-1-methyl-3-bromopropyl]-benzenesulfonamide (1.74 g, 3.58 mmol) in THF/H2O (20/4, 24 mL) was added sodium azide (2.33 g, 35.8 mmol) at 22° C. The resulting mixture was allowed to stir at 22° C. for 4 days. The mixture was extracted with ether (3×60 mL). The combined organic extracts were washed with sat. NaHCO3, dried over MgSO4, filtered, and concentrated under reduced pressure. Silica gel chromatography (1:9 ethyl acetate:hexanes) of the c... Procedure details: A solution of p-tolualdehyde (1 mL, 8.48 mmol), 3-methyl-2-butanone (1.81 mL, 16.96 mmol) and barium hydroxide (0.2 g, 1.17 mmol) in ethanol (4 mL) were mixed and the reaction mixture was heated at reflux for 1 hour. After cooling the solution was extracted with ethyl acetate. The organic layer was washed with water and brine, dried (Mg2SO4), filtered and evaporated to give 1.43 g of trans-4-methyl-1-p-tolyl-pent-1-en-3-one (90%) and used without further purification in the next step (step i). 1... The solvent is C(C)O (ethanol). Product: CC(C(/C=C/C1=CC=C(C=C1)C)=O)C (trans-4-methyl-1-p-tolyl-pent-1-en-3-one). Reaction SMILES: [C:1]1([CH3:9])[CH:6]=[CH:5][C:4]([CH:7]=O)=[CH:3][CH:2]=1.[CH3:10][CH:11]([CH3:15])[C:12](=[O:14])[CH3:13].[OH-].[Ba+2].[OH-]>C(O)C>[CH3:10][CH:11]([CH3:15])[C:12](=[O:14])/[CH:13]=[CH:7]/[C:4]1[CH:5]=[CH:6][C:1]([CH3:9])=[CH:2][CH:3]=1 |f:2.3.4|. The yield is 89.6%. Reactants: C1(=CC=C(C=C1)C=O)C (p-tolualdehyde), CC(C(C)=O)C (3-methyl-2-butanone), [OH-].[Ba+2].[OH-] (barium hydroxide).